This data is from the Open Reaction Database (ORD), a public repository of structured organic reaction records. The task is: describe an organic reaction: reactants, conditions, products, and yield Starting materials: C(C)(C)(C)OC(=O)N1CCC(CC1)COCC(C1=C(C=CC=C1)F)N (4-[2-amino-2-(2-fluorophenyl)-ethoxymethyl]piperidine-1-carboxylic acid tert-butyl ester), N1C=CC2=CC=C(C=C12)C(=O)O (indole-6-carboxylic acid). Yields the product C(C)(C)(C)OC(=O)N1CCC(CC1)COCC(C1=C(C=CC=C1)F)NC(=O)C1=CC=C2C=CNC2=C1 (4-{2-[(1H-Indole-6-carbonyl)amino]-2-(2-fluorophenyl)ethoxy-methyl}piperidine-1-carboxylic acid tert-butyl ester). As a reaction SMILES: [C:1]([O:5][C:6]([N:8]1[CH2:13][CH2:12][CH:11]([CH2:14][O:15][CH2:16][CH:17]([NH2:25])[C:18]2[CH:23]=[CH:22][CH:21]=[CH:20][C:19]=2[F:24])[CH2:10][CH2:9]1)=[O:7])([CH3:4])([CH3:3])[CH3:2].[NH:26]1[C:34]2[C:29](=[CH:30][CH:31]=[C:32]([C:35](O)=[O:36])[CH:33]=2)[CH:28]=[CH:27]1>>[C:1]([O:5][C:6]([N:8]1[CH2:9][CH2:10][CH:11]([CH2:14][O:15][CH2:16][CH:17]([NH:25][C:35]([C:32]2[CH:33]=[C:34]3[C:29]([CH:28]=[CH:27][NH:26]3)=[CH:30][CH:31]=2)=[O:36])[C:18]2[CH:23]=[CH:22][CH:21]=[CH:20][C:19]=2[F:24])[CH2:12][CH2:13]1)=[O:7])([CH3:4])([CH3:2])[CH3:3]. Reported procedure: Using coupling method A, 4-[2-amino-2-(2-fluorophenyl)-ethoxymethyl]piperidine-1-carboxylic acid tert-butyl ester (480 mg, 1.4 mmol) and indole-6-carboxylic acid (242 mg, 1.5 mmol) afforded, after purification (SiO2: 0 to 40% 2 N ammonia/methanol solution in DCM), 355 mg (53%) of the title compound. Starting materials: NC=1N=CC2=C(N1)N(C1=C2C=CC(N1C)=O)C1CCCC1 (2-Amino-9-cyclopentyl-8-methyl-8,9-dihydro-7H-pyrido[3′,2′:4,5]pyrrolo[2,3-d]pyrimidin-7-one), [Si](C)(C)(C(C)(C)C)O[C@H]1CN(CC1)C=1C=CC(=NC1)Cl ((R)-5-(3-(t-butyldimethylsilyloxy)pyrrolidin-1-yl)-2-chloropyridine), C1(=CC=CC=C1)P(C1=CC=CC=2C(C3=CC=CC(=C3OC12)P(C1=CC=CC=C1)C1=CC=CC=C1)(C)C)C1=CC=CC=C1 (4,5-bis(diphenylphosphino)-9,9-dimethyl-9H-xanthene), CC(C)([O-])C.[Na+] (sodium t-butoxide). The reagents and catalysts are C=1C=CC(=CC1)/C=C/C(=O)/C=C/C2=CC=CC=C2.C=1C=CC(=CC1)/C=C/C(=O)/C=C/C2=CC=CC=C2.C=1C=CC(=CC1)/C=C/C(=O)/C=C/C2=CC=CC=C2.[Pd].[Pd] (tris(dibenzylideneacetone)dipalladium). Run in O1CCOCC1 (dioxane). Run at temperature 120 celsius. Yields the product C1(CCCC1)N1C2=C(C3=C1N=C(N=C3)NC3=NC=C(C=C3)N3C[C@@H](CC3)O[Si](C)(C)C(C)(C)C)C=CC(N2C)=O (9-Cyclopentyl-2-((5-((3R)-3-(tert-butyldimethylsilyloxy)pyrrolidin-1-yl)-2-pyridinyl)amino)-8-methyl-8,9-dihydro-7H-pyrido[3′,2′:4,5]pyrrolo[2,3-d]-pyrimidin-7-one). Isolated yield 49.1%. Reaction SMILES: [NH2:1][C:2]1[N:3]=[CH:4][C:5]2[C:10]3[CH:11]=[CH:12][C:13](=[O:16])[N:14]([CH3:15])[C:9]=3[N:8]([CH:17]3[CH2:21][CH2:20][CH2:19][CH2:18]3)[C:6]=2[N:7]=1.[Si:22]([O:29][C@@H:30]1[CH2:34][CH2:33][N:32]([C:35]2[CH:36]=[CH:37][C:38](Cl)=[N:39][CH:40]=2)[CH2:31]1)([C:25]([CH3:28])([CH3:27])[CH3:26])([CH3:24])[CH3:23].C1(P(C2C=CC=CC=2)C2C3OC4C(=CC=CC=4P(C4C=CC=CC=4)C4C=CC=CC=4)C(C)(C)C=3C=CC=2)C=CC=CC=1.CC(C)([O-])C.[Na+]>O1CCOCC1.C1C=CC(/C=C/C(/C=C/C2C=CC=CC=2)=O)=CC=1.C1C=CC(/C=C/C(/C=C/C2C=CC=CC=2)=O)=CC=1.C1C=CC(/C=C/C(/C=C/C2C=CC=CC=2)=O)=CC=1.[Pd].[Pd]>[CH:17]1([N:8]2[C:6]3[N:7]=[C:2]([NH:1][C:38]4[CH:37]=[CH:36][C:35]([N:32]5[CH2:33][CH2:34][C@@H:30]([O:29][Si:22]([C:25]([CH3:28])([CH3:27])[CH3:26])([CH3:23])[CH3:24])[CH2:31]5)=[CH:40][N:39]=4)[N:3]=[CH:4][C:5]=3[C:10]3[CH:11]=[CH:12][C:13](=[O:16])[N:14]([CH3:15])[C:9]2=3)[CH2:18][CH2:19][CH2:20][CH2:21]1 |f:3.4,6.7.8.9.10|. Procedure details: A 10 mL reaction vessel was charged with compound 273 (55 mg, 193 μmol), (R)-5-(3-(t-butyldimethylsilyloxy)pyrrolidin-1-yl)-2-chloropyridine (60.3 mg, 193 μmol), tris(dibenzylideneacetone)dipalladium (0) (13 mg, 14 μmol), 4,5-bis(diphenylphosphino)-9,9-dimethyl-9H-xanthene (17 mg, 29 μmol), and sodium t-butoxide (22 mg, 231 μmol) in 2 mL dry dioxane. The reaction was purged with argon and heated with microwave energy (300 W) for 2 hours at 120° C. The resulting solution was taken up in ethyl ace... Starting materials: Cc1c2c(nc3ccccc13)CCN(Cc1ccccc1)CC2, ClCCl, CCOC(=O)Cl. The product is CCOC(=O)N1CCc2nc3ccccc3c(C)c2CC1. As a reaction SMILES: [CH2:1]([c:2]1[cH:3][cH:4][cH:5][cH:6][cH:7]1)[N:8]1[CH2:9][CH2:10][c:11]2[n:12][c:13]3[cH:14][cH:15][cH:16][cH:17][c:18]3[c:19]([CH3:23])[c:20]2[CH2:21][CH2:22]1.[CH2:30]([Cl:31])[Cl:32].[Cl:24][C:25](=[O:26])[O:27][CH2:28][CH3:29]>>[N:8]1([C:25](=[O:26])[O:27][CH2:28][CH3:29])[CH2:9][CH2:10][c:11]2[n:12][c:13]3[cH:14][cH:15][cH:16][cH:17][c:18]3[c:19]([CH3:23])[c:20]2[CH2:21][CH2:22]1. The yield is 56.2%. Reactants: ClC1=NC2=C(C=CC=C2C=C1[C@H](C)N1C(C2=CC=CC=C2C1=O)=O)Cl ((S)-2-(1-(2,8-dichloroquinolin-3-yl)ethyl)isoindoline-1,3-dione), C(CCC)[Sn](C1=NC=CC=C1)(CCCC)CCCC (2-(tributylstannyl)pyridine). Product: ClC=1C=CC=C2C=C(C(=NC12)C1=NC=CC=C1)[C@H](C)N1C(C2=CC=CC=C2C1=O)=O (2-((S)-1-(8-Chloro-2-(pyridin-2-yl)quinolin-3-yl)ethyl)isoindoline-1,3-dione). Reaction SMILES: Cl[C:2]1[C:11]([C@@H:12]([N:14]2[C:22](=[O:23])[C:21]3[C:16](=[CH:17][CH:18]=[CH:19][CH:20]=3)[C:15]2=[O:24])[CH3:13])=[CH:10][C:9]2[C:4](=[C:5]([Cl:25])[CH:6]=[CH:7][CH:8]=2)[N:3]=1.C([Sn](CCCC)(CCCC)[C:31]1[CH:36]=[CH:35][CH:34]=[CH:33][N:32]=1)CCC>O1CCOCC1.C1C=CC([P]([Pd]([P](C2C=CC=CC=2)(C2C=CC=CC=2)C2C=CC=CC=2)([P](C2C=CC=CC=2)(C2C=CC=CC=2)C2C=CC=CC=2)[P](C2C=CC=CC=2)(C2C=CC=CC=2)C2C=CC=CC=2)(C2C=CC=CC=2)C2C=CC=CC=2)=CC=1>[Cl:25][C:5]1[CH:6]=[CH:7][CH:8]=[C:9]2[C:4]=1[N:3]=[C:2]([C:31]1[CH:36]=[CH:35][CH:34]=[CH:33][N:32]=1)[C:11]([C@@H:12]([N:14]1[C:22](=[O:23])[C:21]3[C:16](=[CH:17][CH:18]=[CH:19][CH:20]=3)[C:15]1=[O:24])[CH3:13])=[CH:10]2 |^1:54,56,75,94|. Solvent: O1CCOCC1 (dioxane). The reagents and catalysts are C=1C=CC(=CC1)[P](C=2C=CC=CC2)(C=3C=CC=CC3)[Pd]([P](C=4C=CC=CC4)(C=5C=CC=CC5)C=6C=CC=CC6)([P](C=7C=CC=CC7)(C=8C=CC=CC8)C=9C=CC=CC9)[P](C=1C=CC=CC1)(C=1C=CC=CC1)C=1C=CC=CC1 (Pd(PPh3)4). Procedure details: A mixture of (S)-2-(1-(2,8-dichloroquinolin-3-yl)ethyl)isoindoline-1,3-dione (22.7 g, 61 mmol), Pd(PPh3)4 (3.53 g, 0.05 eq) and 2-(tributylstannyl)pyridine (33.8 g, 80%, 1.2 eq) in dioxane (840 mL) was heated to 100° C. under N2. After over night, LCSM showed around 50% starting material left. The reaction mixture was heated to 110° C. for additional 2 days. LCMS showed less than 10% starting material left. The reaction was heated to 120° C. for 5 h before cool to rt. Removal of solvent followed... Run at temperature 100 celsius. Starting materials: COCCC1CNCCN1, CS(C)=O, Cc1ccccc1, Cl, NC1=Nc2ccccc2Nc2ccc(C(F)(F)F)cc21. Yields the product COCCC1CN(C2=Nc3ccccc3Nc3ccc(C(F)(F)F)cc32)CCN1. Reaction SMILES: [CH3:22][O:23][CH2:24][CH2:25][CH:26]1[NH:27][CH2:28][CH2:29][NH:30][CH2:31]1.[CH3:32][S:33]([CH3:34])=[O:35].[CH3:36][c:37]1[cH:38][cH:39][cH:40][cH:41][cH:42]1.[ClH:1].[F:2][C:3]([c:4]1[cH:5][c:6]2[c:7]([cH:18][cH:19]1)[NH:8][c:9]1[c:10]([cH:14][cH:15][cH:16][cH:17]1)[N:11]=[C:12]2[NH2:13])([F:20])[F:21]>>[F:2][C:3]([c:4]1[cH:5][c:6]2[c:7]([cH:18][cH:19]1)[NH:8][c:9]1[c:10]([cH:14][cH:15][cH:16][cH:17]1)[N:11]=[C:12]2[N:13]1[CH2:29][CH2:28][NH:27][CH:26]([CH2:25][CH2:24][O:23][CH3:22])[CH2:31]1)([F:20])[F:21]. Starting materials: CC1=C(CNC=2C=C3C(NC(=NC3=CC2F)N2N=CC(=C2)C(=O)OCC)=O)C(=CC=C1)C (ethyl 1-(6-((2,6-dimethylbenzyl)amino)-7-fluoro-4-oxo-3,4-dihydroquinazolin-2-yl)-1H-pyrazole-4-carboxylate), C1(CC1)N (cyclopropyl amine). The product is C1(CC1)NC1=NC(=NC2=CC(=C(C=C12)NCC1=C(C=CC=C1C)C)F)N1N=CC(=C1)C(=O)O (1-(4-(Cyclopropylamino)-6-((2,6-dimethylbenzyl)amino)-7-fluoroquinazolin-2-yl)-1H-pyrazole-4-carboxylic acid). Reaction SMILES: [CH3:1][C:2]1[CH:31]=[CH:30][CH:29]=[C:28]([CH3:32])[C:3]=1[CH2:4][NH:5][C:6]1[CH:7]=[C:8]2[C:13](=[CH:14][C:15]=1[F:16])[N:12]=[C:11]([N:17]1[CH:21]=[C:20]([C:22]([O:24]CC)=[O:23])[CH:19]=[N:18]1)[NH:10][C:9]2=O.[CH:33]1([NH2:36])[CH2:35][CH2:34]1>>[CH:33]1([NH:36][C:9]2[C:8]3[C:13](=[CH:14][C:15]([F:16])=[C:6]([NH:5][CH2:4][C:3]4[C:2]([CH3:1])=[CH:31][CH:30]=[CH:29][C:28]=4[CH3:32])[CH:7]=3)[N:12]=[C:11]([N:17]3[CH:21]=[C:20]([C:22]([OH:24])=[O:23])[CH:19]=[N:18]3)[N:10]=2)[CH2:35][CH2:34]1. Procedure: The above compound may be made analogous to Example 1 using ethyl 1-(6-((2,6-dimethylbenzyl)amino)-7-fluoro-4-oxo-3,4-dihydroquinazolin-2-yl)-1H-pyrazole-4-carboxylate in step D and cyclopropyl amine in step E. MS (ESI): predicted mass calcd. for C24H23FN6O2, 446.2